From a dataset of the Open Reaction Database (ORD), a public repository of structured organic reaction records. describe an organic reaction: reactants, conditions, products, and yield The reactants are Br, CCc1cnc(NC2CCN(C(=O)OC(C)(C)C)CC2)nc1, CC(=O)O, O. Product: CCc1cnc(NC2CCNCC2)nc1. RXN SMILES: [BrH:27].[C:1]([O:2][C:3](=[O:4])[N:8]1[CH2:9][CH2:10][CH:11]([NH:14][c:15]2[n:16][cH:17][c:18]([CH2:21][CH3:22])[cH:19][n:20]2)[CH2:12][CH2:13]1)([CH3:5])([CH3:6])[CH3:7].[CH3:23][C:24](=[O:25])[OH:26].[OH2:28]>>[NH:8]1[CH2:9][CH2:10][CH:11]([NH:14][c:15]2[n:16][cH:17][c:18]([CH2:21][CH3:22])[cH:19][n:20]2)[CH2:12][CH2:13]1. Reactants: CC1=C(C=NC=C1)N1C(NCC1)=O (1-(4-methyl-pyridin-3-yl)-imidazolidin-2-one), BrC=1C=C2C(=NC1)N(N=C2)COCC[Si](C)(C)C (5-bromo-1-(2-trimethylsilanyl-ethoxymethyl)-1H-pyrazolo[3,4-b]pyridine), N[C@H]1[C@@H](CCCC1)N (trans-1,2-diamino cyclohexane), P(=O)([O-])([O-])[O-].[K+].[K+].[K+] (potassium phosphate). Reagents/catalysts: [Cu](I)I (copper iodide). The solvent is O1CCOCC1 (1,4-dioxane). Product: CC1=C(C=NC=C1)N1C(N(CC1)C=1C=C2C(=NC1)N(N=C2)COCC[Si](C)(C)C)=O (1-(4-Methyl-pyridin-3-yl)-3-[1-(2-trimethylsilanyl-ethoxymethyl)-1H-pyrazolo[3,4-b]pyridin-5-yl]-imidazolidin-2-one). The yield is 67.5%. Reaction SMILES: [CH3:1][C:2]1[CH:7]=[CH:6][N:5]=[CH:4][C:3]=1[N:8]1[CH2:12][CH2:11][NH:10][C:9]1=[O:13].Br[C:15]1[CH:16]=[C:17]2[CH:23]=[N:22][N:21]([CH2:24][O:25][CH2:26][CH2:27][Si:28]([CH3:31])([CH3:30])[CH3:29])[C:18]2=[N:19][CH:20]=1.N[C@@H]1CCCC[C@H]1N.P([O-])([O-])([O-])=O.[K+].[K+].[K+]>[Cu](I)I.O1CCOCC1>[CH3:1][C:2]1[CH:7]=[CH:6][N:5]=[CH:4][C:3]=1[N:8]1[CH2:12][CH2:11][N:10]([C:15]2[CH:16]=[C:17]3[CH:23]=[N:22][N:21]([CH2:24][O:25][CH2:26][CH2:27][Si:28]([CH3:31])([CH3:30])[CH3:29])[C:18]3=[N:19][CH:20]=2)[C:9]1=[O:13] |f:3.4.5.6|. Reported procedure: Using the same reaction conditions as in Example 18, 1-(4-methyl-pyridin-3-yl)-imidazolidin-2-one (I-14b: 0.108 g, 0.0006 mol) was reacted with 5-bromo-1-(2-trimethylsilanyl-ethoxymethyl)-1H-pyrazolo[3,4-b]pyridine (0.2 g, 0.0006 mol), 1,4-dioxane (20 mL), copper iodide (6.011 g, 0.00006 mol), trans-1,2-diamino cyclohexane (0.020 g, 0.00018 mol) and potassium phosphate (0.254 g, 0.0012 mol) to afford the crude product. Purification by column chromatography on silica gel (15% MeOH in CHCl3) affor... The reactants are Cl.ClCC=1C=NN(C1)CC (4-chloromethyl-1-ethyl-1H-pyrazole hydrochloride), C1(=CC=CC=C1)P(C1=CC=CC=C1)C1=CC=CC=C1 (triphenylphosphine). Reaction SMILES: [ClH:1].[Cl:2][CH2:3][C:4]1[CH:5]=[N:6][N:7]([CH2:9][CH3:10])[CH:8]=1.[C:11]1([P:17]([C:24]2[CH:29]=[CH:28][CH:27]=[CH:26][CH:25]=2)[C:18]2[CH:23]=[CH:22][CH:21]=[CH:20][CH:19]=2)[CH:16]=[CH:15][CH:14]=[CH:13][CH:12]=1>C(#N)C>[ClH:2].[Cl-:1].[CH2:9]([N:7]1[CH:8]=[C:4]([CH2:3][P+:17]([C:18]2[CH:19]=[CH:20][CH:21]=[CH:22][CH:23]=2)([C:24]2[CH:29]=[CH:28][CH:27]=[CH:26][CH:25]=2)[C:11]2[CH:12]=[CH:13][CH:14]=[CH:15][CH:16]=2)[CH:5]=[N:6]1)[CH3:10] |f:0.1,4.5.6|. Solvent: C(C)#N (acetonitrile). Procedure: A mixture of 4-chloromethyl-1-ethyl-1H-pyrazole hydrochloride (24.00 g), triphenylphosphine (34.10 g), acetonitrile (250 mL) was heated under reflux for 16 hrs. The reaction mixture was concentrated, and the residue was decanted and washed with diethyl ether (3 times with 200 mL). Toluene was added and the mixture was concentrated under reduced pressure to give [(1-ethyl-1H-pyrazol-4-yl)methyl](triphenyl)phosphonium chloride hydrochloride as amorphous form (57.47 g, yield 95%). NMR (DMSO-d6) δ: ... Product: Cl.[Cl-].C(C)N1N=CC(=C1)C[P+](C1=CC=CC=C1)(C1=CC=CC=C1)C1=CC=CC=C1 ([(1-ethyl-1H-pyrazol-4-yl)methyl](triphenyl)phosphonium chloride hydrochloride). The yield is 95.0%. Starting materials: NCCN1CCOCC1 (N-(2-aminoethyl)-morpholine), ClC=1N=NC(=CC1C#N)C1=CC=CC=C1 (3-Chloro-4-cyano-6-phenylpyridazine), O (water). Solvent: C(CCC)O (normal butanol). Product: Cl.Cl.O1CCN(CC1)CCNC=1N=NC(=CC1C#N)C1=CC=CC=C1 (3-(2-Morpholinoethylamino)-4-cyano-6-phenylpyridazine dihydrochloride). The yield is 81.3%. RXN SMILES: [Cl:1][C:2]1[N:3]=[N:4][C:5]([C:10]2[CH:15]=[CH:14][CH:13]=[CH:12][CH:11]=2)=[CH:6][C:7]=1[C:8]#[N:9].[NH2:16][CH2:17][CH2:18][N:19]1[CH2:24][CH2:23][O:22][CH2:21][CH2:20]1.O>C(O)CCC>[ClH:1].[ClH:1].[O:22]1[CH2:23][CH2:24][N:19]([CH2:18][CH2:17][NH:16][C:2]2[N:3]=[N:4][C:5]([C:10]3[CH:15]=[CH:14][CH:13]=[CH:12][CH:11]=3)=[CH:6][C:7]=2[C:8]#[N:9])[CH2:20][CH2:21]1 |f:4.5.6|. Procedure details: 7.3 g of the chlorine compound of Example 18 are dissolved in 60 ml of normal butanol, and 8 g of N-(2-aminoethyl)-morpholine are added. The mixture is heated under reflux for 3 hours and then poured into 1000 ml of water. The organic phase is extracted with ether and the ether solution is then extracted with a 1N solution of sulphuric acid. The aqueous phase is separated off, rendered alkaline with sodium hydroxide and extracted with ether. The ether phase is dried over magnesium sulphate and t... Starting materials: petroleum ether ethyl acetate, NC1=NC=C(C(=C1)C)Br (2-amino-4-methyl-5-bromo-pyridine), C(=O)([O-])[O-].[K+].[K+] (K2CO3), ClC(=O)OCCCl (2-chloroethyl chloroformate). Run in C(C)#N (acetonitrile). Reaction conditions: temperature 0 celsius, time 1 hour. Product: BrC=1C(=CC(=NC1)N1C(OCC1)=O)C (3-(5-bromo-4-methylpyridin-2-yl)oxazolidin-2-one). Isolated yield 63.2%. RXN SMILES: [NH2:1][C:2]1[CH:7]=[C:6]([CH3:8])[C:5]([Br:9])=[CH:4][N:3]=1.C([O-])([O-])=O.[K+].[K+].Cl[C:17]([O:19][CH2:20][CH2:21]Cl)=[O:18]>C(#N)C>[Br:9][C:5]1[C:6]([CH3:8])=[CH:7][C:2]([N:1]2[CH2:21][CH2:20][O:19][C:17]2=[O:18])=[N:3][CH:4]=1 |f:1.2.3|. Reported procedure: 2-amino-4-methyl-5-bromo-pyridine (3 g, 16 mmol) and K2CO3 (5.5 g, 40 mmol) were added into acetonitrile (35 mL), cooled to 0° C. on ice-salts cooling bath. 2-chloroethyl chloroformate (2.75 g, 19.2 mmol) was added dropwise, and after its completion, the mixture was raised to room temperature, agitated for 1 hr, and refluxed under heat for 3 hrs. TLC (petroleum ether/ethyl acetate=3:1) was employed to monitor the reaction. After the starting materials completely reacted, acetonitrile was removed... Reactants: [F-].[K+] (potassium fluoride), CN(C=O)C (N,N-dimethylformamide), BrC=1C=NC(=NC1)C (5-bromo-2-methylpyrimidine), C(CCC)[Sn](C(=C)OCC)(CCCC)CCCC (tributyl(1-ethoxyethenyl)stannane). Reagents/catalysts: Cl[Pd]([P](C1=CC=CC=C1)(C2=CC=CC=C2)C3=CC=CC=C3)([P](C4=CC=CC=C4)(C5=CC=CC=C5)C6=CC=CC=C6)Cl (bis(triphenylphosphine)palladium(II) dichloride). Run in C(C)OCC (diethyl ether). Reaction conditions: temperature 100 celsius, time 1 hour. The product is C(C)OC(=C)C=1C=NC(=NC1)C (5-(1-Ethoxyethenyl)-2-methylpyrimidine). The yield is 101.1%. Reaction SMILES: CN(C)C=O.Br[C:7]1[CH:8]=[N:9][C:10]([CH3:13])=[N:11][CH:12]=1.C([Sn](CCCC)(CCCC)[C:19]([O:21][CH2:22][CH3:23])=[CH2:20])CCC.[F-].[K+]>Cl[Pd](Cl)([P](C1C=CC=CC=1)(C1C=CC=CC=1)C1C=CC=CC=1)[P](C1C=CC=CC=1)(C1C=CC=CC=1)C1C=CC=CC=1.C(OCC)C>[CH2:22]([O:21][C:19]([C:7]1[CH:8]=[N:9][C:10]([CH3:13])=[N:11][CH:12]=1)=[CH2:20])[CH3:23] |f:3.4,^1:36,55|. Procedure: To a N,N-dimethylformamide (10 mL) solution of 5-bromo-2-methylpyrimidine (0.50 g), tributyl(1-ethoxyethenyl)stannane (1.5 g) and bis(triphenylphosphine)palladium(II) dichloride (0.14 g) were added, and the resultant was stirred at 100° C. for 1 hour. After standing to cool to room temperature, an aqueous potassium fluoride solution (20 mL) and diethyl ether (20 mL) were added to the reaction solution, and the resultant was stirred. Insoluble material was filtered off through Celite, and the fil...